Dataset: the Open Reaction Database (ORD), a public repository of structured organic reaction records. Task: describe an organic reaction: reactants, conditions, products, and yield The reactants are C(CCCCCCCCCCCCCCCCCCCCC)(=O)O (behenic acid), C(C)O (ethanol), [OH-].[Na+] (sodium hydroxide). Run in O (water). Product: C(CCCCCCCCCCCCCCCCCCCCC)(=O)[O-].[Na+] (sodium behenate). As a reaction SMILES: [C:1]([OH:24])(=[O:23])[CH2:2][CH2:3][CH2:4][CH2:5][CH2:6][CH2:7][CH2:8][CH2:9][CH2:10][CH2:11][CH2:12][CH2:13][CH2:14][CH2:15][CH2:16][CH2:17][CH2:18][CH2:19][CH2:20][CH2:21][CH3:22].C(O)C.[OH-].[Na+:29]>O>[C:1]([O-:24])(=[O:23])[CH2:2][CH2:3][CH2:4][CH2:5][CH2:6][CH2:7][CH2:8][CH2:9][CH2:10][CH2:11][CH2:12][CH2:13][CH2:14][CH2:15][CH2:16][CH2:17][CH2:18][CH2:19][CH2:20][CH2:21][CH3:22].[Na+:29] |f:2.3,5.6|. Reported procedure: 8.5 g. of behenic acid were dissolved in 150 ml. of ethanol at 60° C. with stirring, and a solution of 1 g. of sodium hydroxide in 100 ml. of water was dropwise added at 60° C. with stirring to form sodium behenate. 200 ml. of hot water of about 70° C. were then added and sodium behenate was completely dissolved at about 70° C. with continuation of stirring. Subsequently, an about 1/100 N aqueous nitric acid solution containing an equimolar amount, to that of the charged behenic acid, of silver ... Procedure: Diazomethane was added to a solution in methylene chloride of the product of Step D until a persistent yellow color was obtained. The excess diazomethane was destroyed with acetic acid and the medium was evaporated t dryness to obtain the expected product. Starting materials: [N+](=[N-])=C (Diazomethane), C(CCC)C1=CNC2=CC(=CC=C2C1=O)C(=O)O (3-butyl-1,4-dihydro-4-oxo-7-quinoline carboxylic acid). Yields the product C(CCC)C1=CNC2=CC(=CC=C2C1=O)C(=O)OC (Methyl 3-butyl-1,4-dihydro-4-oxo-7-quinoline carboxylate). RXN SMILES: [N+](=[CH2:3])=[N-].[CH2:4]([C:8]1[C:17](=[O:18])[C:16]2[C:11](=[CH:12][C:13]([C:19]([OH:21])=[O:20])=[CH:14][CH:15]=2)[NH:10][CH:9]=1)[CH2:5][CH2:6][CH3:7]>C(Cl)Cl>[CH2:4]([C:8]1[C:17](=[O:18])[C:16]2[C:11](=[CH:12][C:13]([C:19]([O:21][CH3:3])=[O:20])=[CH:14][CH:15]=2)[NH:10][CH:9]=1)[CH2:5][CH2:6][CH3:7]. The solvent is C(Cl)Cl (methylene chloride). Yields the product O=C(c1cccc(-c2nc(N3CCOCC3)nc3c2CCN3c2cccnc2)c1)N1CCC1. Reactants: C1CNC1, O=C(O)c1cccc(-c2nc(N3CCOCC3)nc3c2CCN3c2cccnc2)c1. As a reaction SMILES: [CH2:31]1[CH2:32][NH:33][CH2:34]1.[O:1]1[CH2:2][CH2:3][N:4]([c:7]2[n:8][c:9](-[c:22]3[cH:23][c:24]([C:25](=[O:26])[OH:27])[cH:28][cH:29][cH:30]3)[c:10]3[c:11]([n:12]2)[N:13]([c:16]2[cH:17][n:18][cH:19][cH:20][cH:21]2)[CH2:14][CH2:15]3)[CH2:5][CH2:6]1>>[O:1]1[CH2:2][CH2:3][N:4]([c:7]2[n:8][c:9](-[c:22]3[cH:23][c:24]([C:25](=[O:27])[N:33]4[CH2:32][CH2:31][CH2:34]4)[cH:28][cH:29][cH:30]3)[c:10]3[c:11]([n:12]2)[N:13]([c:16]2[cH:17][n:18][cH:19][cH:20][cH:21]2)[CH2:14][CH2:15]3)[CH2:5][CH2:6]1. The reactants are [OH-].[K+] (potassium hydroxide), ClC1=C(C=CC(=C1Cl)O)C(CC(C)(C)C)=O (2',3'-dichloro-3,3-dimethyl-4'-hydroxybutyrophenone), C([O-])([O-])=O.[K+].[K+] (potassium carbonate), BrCC(=O)OCC (Ethyl bromoacetate). Solvent: O (water), O (water), CN(C=O)C (dimethylformamide). Run at temperature 65 celsius, time 0.5 hour. Yields the product ClC1=C(OCC(=O)O)C=CC(=C1Cl)C(CC(C)(C)C)=O ([2,3-Dichloro-4-(3,3-dimethylbutyryl)phenoxy]-acetic Acid). As a reaction SMILES: [Cl:1][C:2]1[C:7]([Cl:8])=[C:6]([OH:9])[CH:5]=[CH:4][C:3]=1[C:10](=[O:16])[CH2:11][C:12]([CH3:15])([CH3:14])[CH3:13].C(=O)([O-])[O-].[K+].[K+].Br[CH2:24][C:25]([O:27]CC)=[O:26].[OH-].[K+]>CN(C)C=O.O>[Cl:8][C:7]1[C:2]([Cl:1])=[C:3]([C:10](=[O:16])[CH2:11][C:12]([CH3:13])([CH3:15])[CH3:14])[CH:4]=[CH:5][C:6]=1[O:9][CH2:24][C:25]([OH:27])=[O:26] |f:1.2.3,5.6|. Reported procedure: A mixture of 2',3'-dichloro-3,3-dimethyl-4'-hydroxybutyrophenone (15.5 g., 0.059 mole) and potassium carbonate (9.7 g., 0.070 mole) in dimethylformamide (DMF) (60 ml.) is stirred at 65° C. for 1/2 hour. Ethyl bromoacetate (11.7 g., 0.070 mole) is added in one portion and heating and stirring were continued for three hours. A solution of potassium hydroxide (4.6 g., 0.082 mole) in water (80 ml.) is added and the mixture is refluxed for 1/2 hour. The resulting semisolid mass is added to water (750...